This data is from the Open Reaction Database (ORD), a public repository of structured organic reaction records. The task is: describe an organic reaction: reactants, conditions, products, and yield The reactants are [Na+].NC=1SC=C(N1)/C(/C(=O)N[C@@H]1C(N([C@@H]1C)S(=O)(=O)[O-])=O)=N/OC(C)(C)C(=O)OCC1=CC=C(C=C1)[N+](=O)[O-] ((3S,4R)-3-[(Z)-2-(2-amino-4-thiazolyl)-2-[[1-(p-nitro-benzyloxycarbonyl)-1-methylethoxy]imino]acetamido]-4-methyl-2-oxo-1-azetidinesulphonic acid sodium salt). Reagents/catalysts: [Pd] (palladium/carbon). Solvent: O.O1CCCC1 (water tetrahydrofuran). The product is [Na+].NC=1SC=C(N1)/C(/C(=O)N[C@@H]1C(N([C@@H]1C)S(=O)(=O)[O-])=O)=N/OC(C)(C)C(=O)O ((3S,4R)-3-[(Z)-2-(2-amino-4-thiazolyl)-2-[(1-carboxy-1-methylethoxy]imino]acetamido]-4-methyl-2-oxo-1-azetidinesulphonic acid sodium salt). The yield is 32.9%. Reaction SMILES: [Na+:1].[NH2:2][C:3]1[S:4][CH:5]=[C:6](/[C:8](=[N:22]/[O:23][C:24]([C:27]([O:29]CC2C=CC([N+]([O-])=O)=CC=2)=[O:28])([CH3:26])[CH3:25])/[C:9]([NH:11][C@H:12]2[C@@H:15]([CH3:16])[N:14]([S:17]([O-:20])(=[O:19])=[O:18])[C:13]2=[O:21])=[O:10])[N:7]=1>O.O1CCCC1.[Pd]>[Na+:1].[NH2:2][C:3]1[S:4][CH:5]=[C:6](/[C:8](=[N:22]/[O:23][C:24]([C:27]([OH:29])=[O:28])([CH3:25])[CH3:26])/[C:9]([NH:11][C@H:12]2[C@@H:15]([CH3:16])[N:14]([S:17]([O-:20])(=[O:19])=[O:18])[C:13]2=[O:21])=[O:10])[N:7]=1 |f:0.1,2.3,5.6|. Reported procedure: 115 mg (0.19 mmol) of (3S,4R)-3-[(Z)-2-(2-amino-4-thiazolyl)-2-[[1-(p-nitro-benzyloxycarbonyl)-1-methylethoxy]imino]acetamido]-4-methyl-2-oxo-1-azetidinesulphonic acid sodium salt are dissolved in 40 ml of water/tetrahydrofuran (1:1) and the solution is hydrogenated for 12 hours over 300 ml of 10% palladium/carbon. The catalyst is filtered off and the solvent is evaporated under reduced pressure. The oil obtained is chromatographed (230-400 mesh, chloroform/methanol/n-propanol/water (4:6:1:4) as... The reactants are BrB(Br)Br, COCC(C)Oc1cc(Oc2ccc(S(C)(=O)=O)cc2)cc(-c2ccc(C3=NCCO3)[nH]2)c1, ClCCl, ClCCl, [Na+], O=C([O-])O. Product: CC(CO)Oc1cc(Oc2ccc(S(C)(=O)=O)cc2)cc(-c2ccc(C3=NCCO3)[nH]2)c1. As a reaction SMILES: [B:37]([Br:38])([Br:39])[Br:40].[CH3:1][O:2][CH2:3][CH:4]([O:5][c:6]1[cH:7][c:8](-[c:23]2[cH:24][cH:25][c:26]([C:28]3=[N:32][CH2:31][CH2:30][O:29]3)[nH:27]2)[cH:9][c:10]([O:12][c:13]2[cH:14][cH:15][c:16]([S:19](=[O:20])(=[O:21])[CH3:22])[cH:17][cH:18]2)[cH:11]1)[CH3:33].[Cl:34][CH2:35][Cl:36].[Cl:46][CH2:47][Cl:48].[Na+:41].[OH:42][C:43](=[O:44])[O-:45]>>[OH:2][CH2:3][CH:4]([O:5][c:6]1[cH:7][c:8](-[c:23]2[cH:24][cH:25][c:26]([C:28]3=[N:32][CH2:31][CH2:30][O:29]3)[nH:27]2)[cH:9][c:10]([O:12][c:13]2[cH:14][cH:15][c:16]([S:19](=[O:20])(=[O:21])[CH3:22])[cH:17][cH:18]2)[cH:11]1)[CH3:33]. The product is CNC1(CCC(CC1)=O)C=1SC=CC1 (4-methylamino-4-thiophen-2-ylcyclohexanone). Run at time 5 day. Run in O (water). Reaction SMILES: Cl.[CH3:2][NH:3][C:4]1([C:14]2[S:15][CH:16]=[CH:17][CH:18]=2)[CH2:13][CH2:12][C:7]2(OCC[O:8]2)[CH2:6][CH2:5]1>O>[CH3:2][NH:3][C:4]1([C:14]2[S:15][CH:16]=[CH:17][CH:18]=2)[CH2:13][CH2:12][C:7](=[O:8])[CH2:6][CH2:5]1. Starting materials: Cl (HCl), CNC1(CCC2(OCCO2)CC1)C=1SC=CC1 (N-methyl-8-(thiophen-2-yl)-1,4-dioxaspiro[4.5]decan-8-amine). Procedure: A mixture of conc. HCl (15 ml) and water (8 ml) was added to N-methyl-8-(thiophen-2-yl)-1,4-dioxaspiro[4.5]decan-8-amine (2 g, 7.9 mmole) and stirred for 5 days at RT. The reaction mixture was worked up by dilution with water (30 ml) and extraction with ether. The ethereal phase was discarded. The aqueous phase was then made alkaline with 2N NaOH and extracted with dichloromethane (3×30 ml). The organic phase thereby obtained was dried over Na2SO4 and then concentrated by evaporation on a rotary...